This data is from the Open Reaction Database (ORD), a public repository of structured organic reaction records. The task is: describe an organic reaction: reactants, conditions, products, and yield Starting materials: ClCCl, [Cl-], N#C[Na], O=C(O)c1cccs1. Yields the product [C-]#N, O=C(O)c1cccs1. Reaction SMILES: [CH2:13]([Cl:14])[Cl:15].[Cl-:1].[Na:10][C:11]#[N:12].[s:2]1[c:3]([C:7](=[O:8])[OH:9])[cH:4][cH:5][cH:6]1>>[C-:11]#[N:12].[s:2]1[c:3]([C:7](=[O:8])[OH:9])[cH:4][cH:5][cH:6]1.